This data is from the Open Reaction Database (ORD), a public repository of structured organic reaction records. The task is: describe an organic reaction: reactants, conditions, products, and yield Starting materials: Cn1ncc(NC(=O)c2nc(Br)sc2NC(=O)OC(C)(C)C)c1N1CCCC(NC(=O)C(F)(F)F)CC1, O=C([O-])[O-], CC#N, CC1(C)OB(c2ccnc(F)c2)OC1(C)C, [K+], [Na+], [Na+], CC(=O)[O-]. The product is Cn1ncc(NC(=O)c2nc(-c3ccnc(F)c3)sc2NC(=O)OC(C)(C)C)c1N1CCCC(NC(=O)C(F)(F)F)CC1. As a reaction SMILES: [Br:1][c:2]1[s:3][c:4]([NH:30][C:31]([O:32][C:33]([CH3:34])([CH3:35])[CH3:36])=[O:37])[c:5]([C:7]([NH:8][c:9]2[cH:10][n:11][n:12]([CH3:28])[c:13]2[N:14]2[CH2:15][CH2:16][CH:17]([NH:21][C:22]([C:23]([F:24])([F:25])[F:26])=[O:27])[CH2:18][CH2:19][CH2:20]2)=[O:29])[n:6]1.[C:59](=[O:60])([O-:61])[O-:62].[CH3:65][C:66]#[N:67].[F:38][c:39]1[n:40][cH:41][cH:42][c:43]([B:45]2[O:46][C:47]([CH3:48])([CH3:49])[C:50]([CH3:51])([CH3:52])[O:53]2)[cH:44]1.[K+:58].[Na+:63].[Na+:64].[O-:54][C:55]([CH3:56])=[O:57]>>[c:2]1(-[c:43]2[cH:42][cH:41][n:40][c:39]([F:38])[cH:44]2)[s:3][c:4]([NH:30][C:31]([O:32][C:33]([CH3:34])([CH3:35])[CH3:36])=[O:37])[c:5]([C:7]([NH:8][c:9]2[cH:10][n:11][n:12]([CH3:28])[c:13]2[N:14]2[CH2:15][CH2:16][CH:17]([NH:21][C:22]([C:23]([F:24])([F:25])[F:26])=[O:27])[CH2:18][CH2:19][CH2:20]2)=[O:29])[n:6]1. Reactants: O (water), [H-].[Al+3].[Li+].[H-].[H-].[H-] (lithium aluminum hydride), O1CCCC1 (tetrahydrofuran), FC1=CC=C(C=C1)NC(=O)CCN1CCC2(C(NCN2C2=CC=CC=C2)=O)CC1 (8-{2-[N-(p-fluorophenyl)carbamoyl]ethyl}-1-phenyl-4-oxo-1, 3, 8-triazaspiro[4, 5]decane). Solvent: C1=CC=CC=C1 (benzene). The product is FC1=CC=C(NCCCN2CCC3(C(NCN3C3=CC=CC=C3)=O)CC2)C=C1 (8-{3-(p-fluoroanilino)propyl}-1-phenyl-4-oxo-1, 3, 8-triazaspiro[4, 5]decane). RXN SMILES: [H-].[Al+3].[Li+].[H-].[H-].[H-].O1CCCC1.[F:12][C:13]1[CH:18]=[CH:17][C:16]([NH:19][C:20]([CH2:22][CH2:23][N:24]2[CH2:40][CH2:39][C:27]3([N:31]([C:32]4[CH:37]=[CH:36][CH:35]=[CH:34][CH:33]=4)[CH2:30][NH:29][C:28]3=[O:38])[CH2:26][CH2:25]2)=O)=[CH:15][CH:14]=1.O>C1C=CC=CC=1>[F:12][C:13]1[CH:14]=[CH:15][C:16]([NH:19][CH2:20][CH2:22][CH2:23][N:24]2[CH2:40][CH2:39][C:27]3([N:31]([C:32]4[CH:37]=[CH:36][CH:35]=[CH:34][CH:33]=4)[CH2:30][NH:29][C:28]3=[O:38])[CH2:26][CH2:25]2)=[CH:17][CH:18]=1 |f:0.1.2.3.4.5|. Procedure: To a mixture of 4 g of lithium aluminum hydride and 40 ml of tetrahydrofuran was added portionwise 2 g of 8-{2-[N-(p-fluorophenyl)carbamoyl]ethyl}-1-phenyl-4-oxo-1, 3, 8-triazaspiro[4, 5]decane under cooling. Then, the mixture was heated under reflux for 4 hours. To the reaction mixture were gradually added water and benzene under cooling, and the precipitate was filtered off. The organic layer was separated, dried over sodium sulfate evaporated under reduced pressure. The residue was triturated... Product: ClC1=C(C=CC(=C1)NCC1=C(C=C(C=C1O)C(F)(F)F)C=1C=CC(=NC1)C(=O)NCCC(=O)O)C1=CC=C(C=C1)Cl (3-(5-(2-(((2,4′-dichloro-[1,1′-biphenyl]-4-yl)amino)methyl)-3-hydroxy-5-(trifluoromethyl)phenyl)picolinamido)propanoic acid). Procedure: The title compound was prepared as described in Example 159 substituting ethyl 3-(5-(2-formyl-3-hydroxy-5-(trifluoromethyl)phenyl)picolinamido)propanoate and 2,4′-dichloro-[1,1′-biphenyl]-4-amine for ethyl 3-(5-(2-formyl-3-methoxy-5-(trifluoromethyl)phenyl)picolinamido)propanoate and 2-chloro-4′-(trifluoromethyl)-[1,1′-biphenyl]-4-amine, respectively. Reaction SMILES: [CH:1]([C:3]1[C:8]([OH:9])=[CH:7][C:6]([C:10]([F:13])([F:12])[F:11])=[CH:5][C:4]=1[C:14]1[CH:15]=[CH:16][C:17]([C:20]([NH:22][CH2:23][CH2:24][C:25]([O:27]CC)=[O:26])=[O:21])=[N:18][CH:19]=1)=O.[Cl:30][C:31]1[CH:36]=[C:35]([NH2:37])[CH:34]=[CH:33][C:32]=1[C:38]1[CH:43]=[CH:42][C:41]([Cl:44])=[CH:40][CH:39]=1.C(C1C(OC)=CC(C(F)(F)F)=CC=1C1C=CC(C(NCCC(OCC)=O)=O)=NC=1)=O.ClC1C=C(N)C=CC=1C1C=CC(C(F)(F)F)=CC=1>>[Cl:30][C:31]1[CH:36]=[C:35]([NH:37][CH2:1][C:3]2[C:8]([OH:9])=[CH:7][C:6]([C:10]([F:13])([F:12])[F:11])=[CH:5][C:4]=2[C:14]2[CH:15]=[CH:16][C:17]([C:20]([NH:22][CH2:23][CH2:24][C:25]([OH:27])=[O:26])=[O:21])=[N:18][CH:19]=2)[CH:34]=[CH:33][C:32]=1[C:38]1[CH:43]=[CH:42][C:41]([Cl:44])=[CH:40][CH:39]=1. Reactants: C(=O)C1=C(C=C(C=C1O)C(F)(F)F)C=1C=CC(=NC1)C(=O)NCCC(=O)OCC (ethyl 3-(5-(2-formyl-3-hydroxy-5-(trifluoromethyl)phenyl)picolinamido)propanoate), ClC1=C(C=CC(=C1)N)C1=CC=C(C=C1)C(F)(F)F (2-chloro-4′-(trifluoromethyl)-[1,1′-biphenyl]-4-amine), ClC1=C(C=CC(=C1)N)C1=CC=C(C=C1)Cl (2,4′-dichloro-[1,1′-biphenyl]-4-amine), C(=O)C1=C(C=C(C=C1OC)C(F)(F)F)C=1C=CC(=NC1)C(=O)NCCC(=O)OCC (ethyl 3-(5-(2-formyl-3-methoxy-5-(trifluoromethyl)phenyl)picolinamido)propanoate). The reactants are CCO, Cc1[nH]c(-c2ccccc2)nc1CN=[N+]=[N-]. Yields the product Cc1[nH]c(-c2ccccc2)nc1CN. RXN SMILES: [CH3:17][CH2:18][OH:19].[N:1](=[N+:2]=[N-:3])[CH2:4][c:5]1[n:6][c:7](-[c:11]2[cH:12][cH:13][cH:14][cH:15][cH:16]2)[nH:8][c:9]1[CH3:10]>>[NH2:1][CH2:4][c:5]1[n:6][c:7](-[c:11]2[cH:12][cH:13][cH:14][cH:15][cH:16]2)[nH:8][c:9]1[CH3:10]. Reactants: C([O-])([O-])=O.[K+].[K+] (potassium carbonate), CC1=NN=C(S1)S (5-methyl-1,3,4-thiadiazole-2-thiol), N(=[N+]=[N-])C1C(N(C1Cl)C(C(=O)OC)C1=CC=CC=C1)=O (Methyl 2-(3-azido-4-chloro-2-oxo-1-azetidinyl)-2-phenylacetate). Solvent: C(Cl)Cl (methylene chloride). Run at time 8 hour. Yields the product N(=[N+]=[N-])C1C(N(C1SC=1SC(=NN1)C)C(C(=O)OC)C1=CC=CC=C1)=O (methyl 2-[3-azido-4-(5-methyl-1,3,4-thiadiazol-2-ylthio)-2-oxo-1-azetidinyl]-2-phenylacetate). Yield: 53.0%. Reaction SMILES: [N:1]([CH:4]1[CH:7](Cl)[N:6]([CH:9]([C:14]2[CH:19]=[CH:18][CH:17]=[CH:16][CH:15]=2)[C:10]([O:12][CH3:13])=[O:11])[C:5]1=[O:20])=[N+:2]=[N-:3].C(=O)([O-])[O-].[K+].[K+].[CH3:27][C:28]1[S:32][C:31]([SH:33])=[N:30][N:29]=1>C(Cl)Cl>[N:1]([CH:4]1[CH:7]([S:33][C:31]2[S:32][C:28]([CH3:27])=[N:29][N:30]=2)[N:6]([CH:9]([C:14]2[CH:19]=[CH:18][CH:17]=[CH:16][CH:15]=2)[C:10]([O:12][CH3:13])=[O:11])[C:5]1=[O:20])=[N+:2]=[N-:3] |f:1.2.3|. Reported procedure: Methyl 2-(3-azido-4-chloro-2-oxo-1-azetidinyl)-2-phenylacetate (two trans and two cis isomers) (4.0 g.) was dissolved in dried methylene chloride (50 ml.), and to the solution were added anhydrous potassium carbonate (1.13 g.) and 5-methyl-1,3,4-thiadiazole-2-thiol (2.10 g.). The mixture was stirred at room temperature for 8 hrs, poured into icewater and then extracted with ether. The extract was washed with 1% aqueous potassium carbonate and water, and dried over anhydrous magnesium sulfate. Th... Reactants: O=C[C@H](O)[C@@H](O)[C@H](O)CO (xylose), OCC(=O)[C@@H](O)[C@H](O)CO (xylulose), OCC(=O)[C@@H](O)[C@H](O)CO (xylulose). Solvent: C(C)O (ethanol). Yields the product O=C[C@H](O)[C@@H](O)[C@H](O)[C@H](O)CO (glucose). As a reaction SMILES: [O:1]=[CH:2][C@@H:3]([C@H:5]([C@@H:7]([CH2:9][OH:10])[OH:8])[OH:6])[OH:4].[OH:11][CH2:12]C([C@H]([C@@H](CO)O)O)=O>C(O)C>[O:1]=[CH:2][C@@H:3]([C@H:5]([C@@H:7]([C@@H:9]([CH2:12][OH:11])[OH:10])[OH:8])[OH:6])[OH:4]. Procedure: fermenting said loaded substrate under anaerobic conditions at a pH range of between about 5.5 to about 6.0 and at a temperature range of between about 30° C. to about 45° C., until any xylose in the mixture is isomerized to xylulose as it is produced, and any xylulose is fermented as it is produced to ethanol, while in the same fermentation, glucose is fermented to ethanol; and Starting materials: O=C(Cl)C=Cc1ccccc1, CC(C)=O, COc1cc(C)c(N)cc1OC, O, c1ccncc1. Yields the product COc1cc(C)c(NC(=O)C=Cc2ccccc2)cc1OC. As a reaction SMILES: [C:23]([CH:24]=[CH:25][c:26]1[cH:27][cH:28][cH:29][cH:30][cH:31]1)(=[O:32])[Cl:33].[CH3:19][C:20](=[O:21])[CH3:22].[CH3:1][O:2][c:3]1[cH:4][c:5]([CH3:12])[c:6]([NH2:7])[cH:8][c:9]1[O:10][CH3:11].[OH2:34].[cH:13]1[cH:14][cH:15][n:16][cH:17][cH:18]1>>[CH3:1][O:2][c:3]1[cH:4][c:5]([CH3:12])[c:6]([NH:7][C:23]([CH:24]=[CH:25][c:26]2[cH:27][cH:28][cH:29][cH:30][cH:31]2)=[O:32])[cH:8][c:9]1[O:10][CH3:11]. The reactants are CNC, CCO, Nc1ncc(Br)nc1Br. The product is CN(C)c1nc(Br)cnc1N. As a reaction SMILES: [CH3:10][NH:11][CH3:12].[CH3:13][CH2:14][OH:15].[NH2:1][c:2]1[n:3][cH:4][c:5]([Br:9])[n:6][c:7]1[Br:8]>>[NH2:1][c:2]1[n:3][cH:4][c:5]([Br:9])[n:6][c:7]1[N:11]([CH3:10])[CH3:12]. The reactants are C1(CC1)CNC(C1=CC(=CC=C1)B1OC(C(O1)(C)C)(C)C)=O (N-cyclopropylmethyl-3-(4,4,5,5-tetramethyl-[1,3,2]dioxaborolan-2-yl)-benzamide), C1(CC1)CNC(C1=CC(=CC=C1)B1OC(C(O1)(C)C)(C)C)=O (N-cyclopropylmethyl-3-(4,4,5,5-tetramethyl-[1,3,2]dioxaborolan-2-yl)-benzamide), BrC1=CC2=C(C(=NO2)CC(=O)NCCO)C=C1 (2-(6-bromo-1,2-benzisoxazol-3-yl)-N-(2-hydroxyethyl)acetamide), BrC1=CC2=C(C(=NO2)CC(=O)NCCO)C=C1 (2-(6-bromo-1,2-benzisoxazol-3-yl)-N-(2-hydroxyethyl)acetamide), C([O-])([O-])=O.[Na+].[Na+] (sodium carbonate). Reagents/catalysts: C=1C=CC(=CC1)[P](C=2C=CC=CC2)(C=3C=CC=CC3)[Pd]([P](C=4C=CC=CC4)(C=5C=CC=CC5)C=6C=CC=CC6)([P](C=7C=CC=CC7)(C=8C=CC=CC8)C=9C=CC=CC9)[P](C=1C=CC=CC1)(C=1C=CC=CC1)C=1C=CC=CC1 (tetrakis(triphenylphosphine)palladium(0)). Run in C(C)(C)O (isopropanol). Product: C1(CC1)NC(C1=CC(=C(C=C1)C)C1=CC2=C(C(=NO2)CC(=O)NCCO)C=C1)=O (N-Cyclopropyl-3-(3-{2-[(2-hydroxyethyl)amino]-2-oxoethyl}-1,2-benzisoxazol-6-yl)-4-methylbenzamide). As a reaction SMILES: [CH:1]1([CH2:4][NH:5][C:6](=[O:22])[C:7]2[CH:12]=[CH:11][CH:10]=[C:9](B3OC(C)(C)C(C)(C)O3)[CH:8]=2)[CH2:3]C1.Br[C:24]1[CH:39]=[CH:38][C:27]2[C:28]([CH2:31][C:32]([NH:34][CH2:35][CH2:36][OH:37])=[O:33])=[N:29][O:30][C:26]=2[CH:25]=1.[C:40](=O)([O-])[O-].[Na+].[Na+]>C(O)(C)C.C1C=CC([P]([Pd]([P](C2C=CC=CC=2)(C2C=CC=CC=2)C2C=CC=CC=2)([P](C2C=CC=CC=2)(C2C=CC=CC=2)C2C=CC=CC=2)[P](C2C=CC=CC=2)(C2C=CC=CC=2)C2C=CC=CC=2)(C2C=CC=CC=2)C2C=CC=CC=2)=CC=1>[CH:4]1([NH:5][C:6](=[O:22])[C:7]2[CH:12]=[CH:11][C:10]([CH3:40])=[C:9]([C:24]3[CH:39]=[CH:38][C:27]4[C:28]([CH2:31][C:32]([NH:34][CH2:35][CH2:36][OH:37])=[O:33])=[N:29][O:30][C:26]=4[CH:25]=3)[CH:8]=2)[CH2:1][CH2:3]1 |f:2.3.4,^1:53,55,74,93|. Reported procedure: A mixture of N-cyclopropyl-4-methyl-3-(4,4,5,5-tetramethyl-1,3,2-dioxaborolan-2-yl)benzamide (Intermediate 5) (0.04 g) 2-(6-bromo-1,2-benzisoxazol-3-yl)-N-(2-hydroxyethyl)acetamide (Intermediate 35) (0.04 g) 2M aqueous sodium carbonate (1.5 ml) and tetrakis(triphenylphosphine)palladium(0) (1 mg) in isopropanol (3 ml) was stirred at reflux under nitrogen for 18 h. The mixture was absorbed onto silica (Merck 7734) and applied to a Varian Bond-Elut SPE cartridge (silica, 5 g) and eluted with a tolu...